This data is from the Open Reaction Database (ORD), a public repository of structured organic reaction records. The task is: describe an organic reaction: reactants, conditions, products, and yield Starting materials: COC(=O)Cc1cccc(NC(=O)c2ccc(Br)o2)c1, OB(O)c1cc(Cl)cc(Cl)c1. The product is COC(=O)Cc1cccc(NC(=O)c2ccc(-c3cc(Cl)cc(Cl)c3)o2)c1. RXN SMILES: [CH3:1][O:2][C:3]([CH2:4][c:5]1[cH:6][c:7]([NH:11][C:12](=[O:13])[c:14]2[o:15][c:16]([Br:19])[cH:17][cH:18]2)[cH:8][cH:9][cH:10]1)=[O:20].[Cl:21][c:22]1[cH:23][c:24]([B:29]([OH:30])[OH:31])[cH:25][c:26]([Cl:28])[cH:27]1>>[CH3:1][O:2][C:3]([CH2:4][c:5]1[cH:6][c:7]([NH:11][C:12](=[O:13])[c:14]2[o:15][c:16](-[c:24]3[cH:23][c:22]([Cl:21])[cH:27][c:26]([Cl:28])[cH:25]3)[cH:17][cH:18]2)[cH:8][cH:9][cH:10]1)=[O:20]. Reaction SMILES: [Cl:1][CH2:2][C:3]1[C:8]([CH3:9])=[CH:7][CH:6]=[CH:5][C:4]=1[N:10]=[C:11]=[O:12].[OH:13][C:14]1[CH:15]=[C:16]([CH:19]=[CH:20][CH:21]=1)[CH2:17][OH:18]>>[Cl:1][CH2:2][C:3]1[C:8]([CH3:9])=[CH:7][CH:6]=[CH:5][C:4]=1[NH:10][C:11](=[O:12])[O:18][CH2:17][C:16]1[CH:19]=[CH:20][CH:21]=[C:14]([OH:13])[CH:15]=1. Reaction conditions: temperature 75 celsius. Starting materials: ClCC1=C(C=CC=C1C)N=C=O (2-chloromethyl-1-isocyanato-3-methylbenzene), OC=1C=C(CO)C=CC1 (3-hydroxybenzyl alcohol). Isolated yield 29.7%. The product is ClCC1=C(C=CC=C1C)NC(OCC1=CC(=CC=C1)O)=O (3-Hydroxybenzyl (2-chloromethyl-3-methylphenyl)carbamate). Procedure: A mixture of 2-chloromethyl-1-isocyanato-3-methylbenzene (2 g) and 3-hydroxybenzyl alcohol (1.6 g) is warmed to 75° C. in an oil bath for 1 h and then purified by chromatography on silica gel (eluent: dichloromethane/methanol 19:1). 1 g (30%) of the title compound is obtained as a crude product in the form of an amorphous solid. Starting materials: C1(=CC=CC=C1)C(C(=O)O)C (phenylpropionic acid), C1(=CC=CC=C1)C (toluene), S(=O)(Cl)Cl (thionyl chloride). Solvent: N1=CC=CC=C1 (pyridine). Conditions: time 1 hour. Yields the product C1(=CC=CC=C1)CCC(=O)Cl (phenylpropionyl chloride). As a reaction SMILES: C1([CH:7](C)[C:8]([OH:10])=O)C=CC=CC=1.S(Cl)([Cl:14])=O.[C:16]1([CH3:22])[CH:21]=[CH:20][CH:19]=[CH:18][CH:17]=1>N1C=CC=CC=1>[C:16]1([CH2:22][CH2:7][C:8]([Cl:14])=[O:10])[CH:21]=[CH:20][CH:19]=[CH:18][CH:17]=1. Procedure: To a stirred suspension of phenylpropionic acid (120 g) in toluene (120 ml) and pyridine (6 ml) was added thionyl chloride (115 ml), vigorous gassing ensued and the temperature fell rapidly to 5° C. Reaction was complete in 1 h and the solvent was evaporated in vacuo. The residue was redissolved in toluene (120 ml), the solution was filtered to remove pyridine hydrochloride and the filtrate was evaporated in vacuo to give 166 g of phenylpropionyl chloride.